From a dataset of the Open Reaction Database (ORD), a public repository of structured organic reaction records. describe an organic reaction: reactants, conditions, products, and yield Reactants: C(CCC1=CC=CC=C1)(=O)O (hydrocinnamic acid), [N+](=O)(O)[O-] (nitric acid), S(O)(O)(=O)=O (sulfuric acid). Solvent: ice. Yields the product [N+](=O)([O-])C1=CC=C(CCC(=O)O)C=C1 (p-nitrohydrocinnamic acid). RXN SMILES: [C:1]([OH:11])(=[O:10])[CH2:2][CH2:3][C:4]1[CH:9]=[CH:8][CH:7]=[CH:6][CH:5]=1.[N+:12]([O-])([OH:14])=[O:13].S(=O)(=O)(O)O>>[N+:12]([C:7]1[CH:6]=[CH:5][C:4]([CH2:3][CH2:2][C:1]([OH:11])=[O:10])=[CH:9][CH:8]=1)([O-:14])=[O:13]. Procedure: In a 2-liter, 3-necked, round-bottomed flask equipped with mechanical stirrer, thermometer, and addition funnel was placed 361 g (2.41 mol) of hydrocinnamic acid which was warmed to 50° to maintain it in a liquid state. To the warm liquid was added slowly dropwise over a 4 hour period with good stirring a mixture of 241 g of nitric acid and 546 g of sulfuric acid. The reaction is very exothermic so that a water cooling bath was required to which ice was added occasionally to keep the temperature... Reactants: CCN(CC)C(=O)c1cccc(C(c2cccc(OC)c2)N2CC(C)NCC2C)c1, CC#N, Fc1cccc(CBr)c1, [I-], [Na+], [Na+], [Na+], O=C([O-])[O-]. Yields the product CCN(CC)C(=O)c1cccc(C(c2cccc(OC)c2)N2CC(C)N(Cc3cccc(F)c3)CC2C)c1. RXN SMILES: [CH3:1][CH:2]1[N:3]([CH:9]([c:10]2[cH:11][c:12]([O:16][CH3:17])[cH:13][cH:14][cH:15]2)[c:18]2[cH:19][c:20]([C:21](=[O:22])[N:23]([CH2:24][CH3:25])[CH2:26][CH3:27])[cH:28][cH:29][cH:30]2)[CH2:4][CH:5]([CH3:8])[NH:6][CH2:7]1.[CH3:48][C:49]#[N:50].[F:39][c:40]1[cH:41][c:42]([CH2:43][Br:44])[cH:45][cH:46][cH:47]1.[I-:32].[Na+:31].[Na+:33].[Na+:34].[O-:35][C:36](=[O:37])[O-:38]>>[CH3:1][CH:2]1[N:3]([CH:9]([c:10]2[cH:11][c:12]([O:16][CH3:17])[cH:13][cH:14][cH:15]2)[c:18]2[cH:19][c:20]([C:21](=[O:22])[N:23]([CH2:24][CH3:25])[CH2:26][CH3:27])[cH:28][cH:29][cH:30]2)[CH2:4][CH:5]([CH3:8])[N:6]([CH2:43][c:42]2[cH:41][c:40]([F:39])[cH:47][cH:46][cH:45]2)[CH2:7]1.